Dataset: the Open Reaction Database (ORD), a public repository of structured organic reaction records. Task: describe an organic reaction: reactants, conditions, products, and yield The reactants are [BH4-], O=C(c1ncc[nH]1)c1ncc[nH]1, CCOC(C)=O, CCOCC, O=C(O)CC(CC(=O)Nc1ccc(Cl)cc1)c1ccc(Cl)c(Cl)c1, [Na+], O. Yields the product O=C(CC(CCO)c1ccc(Cl)c(Cl)c1)Nc1ccc(Cl)cc1. RXN SMILES: [BH4-:37].[C:25]([c:26]1[nH:27][cH:28][cH:29][n:30]1)([c:31]1[nH:32][cH:33][cH:34][n:35]1)=[O:36].[CH3:39][CH2:40][O:41][C:42]([CH3:43])=[O:44].[CH3:46][CH2:47][O:48][CH2:49][CH3:50].[Cl:1][c:2]1[cH:3][c:4]([CH:9]([CH2:10][C:11](=[O:12])[OH:13])[CH2:14][C:15](=[O:16])[NH:17][c:18]2[cH:19][cH:20][c:21]([Cl:24])[cH:22][cH:23]2)[cH:5][cH:6][c:7]1[Cl:8].[Na+:38].[OH2:45]>>[Cl:1][c:2]1[cH:3][c:4]([CH:9]([CH2:10][CH2:11][OH:12])[CH2:14][C:15](=[O:16])[NH:17][c:18]2[cH:19][cH:20][c:21]([Cl:24])[cH:22][cH:23]2)[cH:5][cH:6][c:7]1[Cl:8].